From a dataset of the Open Reaction Database (ORD), a public repository of structured organic reaction records. describe an organic reaction: reactants, conditions, products, and yield The product is FC=1C(=NC(N(C1)C(=O)NC1=CC=CC=C1)=O)NCC1=C(C=CC=C1)F (5-fluoro-4-(2-fluorobenzylamino)-2-oxo-N-phenylpyrimidine-1(2H)-carboxamide). Procedure details: A 25 mL screw-top vial was charged with 5-fluoro-4-(2-fluorobenzylamino)pyrimidin-2-ol (74.3 mg, 0.313 mmol), THF (2 mL), and isocyanatobenzene (0.33 mL, 0.313 mmol). The resulting mixture was then agitated on an orbital shaker for 4.5 h at which time it was concentrated to dryness in vacuo. The dried material was then purified by normal phase chromatography (gradient, EtOAc/Hexane) to provide 5-fluoro-4-(2-fluorobenzylamino)-2-oxo-N-phenylpyrimidine-1(2H)-carboxamide (75.3 mg, 68%) as a white s... Solvent: C1CCOC1 (THF). Reactants: FC=1C(=NC(=NC1)O)NCC1=C(C=CC=C1)F (5-fluoro-4-(2-fluorobenzylamino)pyrimidin-2-ol), N(=C=O)C1=CC=CC=C1 (isocyanatobenzene). Run at time 4.5 hour. Yield: 67.5%. RXN SMILES: [F:1][C:2]1[C:3]([NH:9][CH2:10][C:11]2[CH:16]=[CH:15][CH:14]=[CH:13][C:12]=2[F:17])=[N:4][C:5]([OH:8])=[N:6][CH:7]=1.[N:18]([C:21]1[CH:26]=[CH:25][CH:24]=[CH:23][CH:22]=1)=[C:19]=[O:20]>C1COCC1>[F:1][C:2]1[C:3]([NH:9][CH2:10][C:11]2[CH:16]=[CH:15][CH:14]=[CH:13][C:12]=2[F:17])=[N:4][C:5](=[O:8])[N:6]([C:19]([NH:18][C:21]2[CH:26]=[CH:25][CH:24]=[CH:23][CH:22]=2)=[O:20])[CH:7]=1. Starting materials: COC1=C(C(=CC(=C1)COC)OC)C1=CC=CC=2N1N=C(C2[N+](=O)[O-])CC (7-[2,6-dimethoxy-4-(methoxymethyl)phenyl]-2-ethyl-3-nitropyrazolo[1,5-a]pyridine), C(C)O (ethanol), O (water). Reagents/catalysts: [Zn] (zinc). Solvent: C(C)(=O)O (acetic acid). Run at temperature 60 celsius, time 30 minute. Yields the product COC1=C(C(=CC(=C1)COC)OC)C1=CC=CC=2N1N=C(C2N)CC (7-[2,6-Dimethoxy-4-(methoxymethyl)phenyl]-2-ethylpyrazolo[1,5-a]pyridine-3-amine). Yield: 74.6%. RXN SMILES: [CH3:1][O:2][C:3]1[CH:8]=[C:7]([CH2:9][O:10][CH3:11])[CH:6]=[C:5]([O:12][CH3:13])[C:4]=1[C:14]1[N:19]2[N:20]=[C:21]([CH2:26][CH3:27])[C:22]([N+:23]([O-])=O)=[C:18]2[CH:17]=[CH:16][CH:15]=1.C(O)C.O>[Zn].C(O)(=O)C>[CH3:13][O:12][C:5]1[CH:6]=[C:7]([CH2:9][O:10][CH3:11])[CH:8]=[C:3]([O:2][CH3:1])[C:4]=1[C:14]1[N:19]2[N:20]=[C:21]([CH2:26][CH3:27])[C:22]([NH2:23])=[C:18]2[CH:17]=[CH:16][CH:15]=1. Reported procedure: A suspension of 7-[2,6-dimethoxy-4-(methoxymethyl)phenyl]-2-ethyl-3-nitropyrazolo[1,5-a]pyridine (0.7 g) in a mixed solvent of ethanol (35 mL), water (18 mL) and acetic acid (3.5 mL) was added zinc powder (0.7 g) at room temperature, and the reaction mixture was heated and stirred for 30 minutes at 60° C. The reaction mixture was filtered through celite to remove insoluble residue, water was added to the filtrate and extraction was performed with ethyl acetate. The obtained organic extract was w... Starting materials: C(=O)O (formic acid), ClC1=CC=C(C=C1)O (p-Chlorophenol), [OH-].[Na+] (sodium hydroxide), ClCCO (2-chloroethanol). Solvent: O (water). Yields the product C(=O)OCCOC1=CC=C(C=C1)Cl (2-(p-Chlorophenoxy)-ethyl formate). Reaction SMILES: [Cl:1][C:2]1[CH:7]=[CH:6][C:5]([OH:8])=[CH:4][CH:3]=1.[OH-].[Na+].Cl[CH2:12][CH2:13][OH:14].[CH:15](O)=[O:16]>O>[CH:15]([O:14][CH2:13][CH2:12][O:8][C:5]1[CH:6]=[CH:7][C:2]([Cl:1])=[CH:3][CH:4]=1)=[O:16] |f:1.2|. Procedure: p-Chlorophenol (112 g) was added to a solution of sodium hydroxide (40 g) in water (100 ml). The mixture was heated to reflux, and 2-chloroethanol (80 g) was added dropwise with stirring. After cooling to room temperature, the mixture was extracted with ether. The organic phase was dried and evaporated to leave a residue which was refluxed with formic acid (150 ml) for 1 hour followed by distillation in vacuo. The product had boiling point 138°-40° C./1 mm Hg. The product is CN(c1ncc(C(=O)NC2CCCCC2O)nc1-c1ccc(OC(F)(F)F)cc1)C1CC1. Reaction SMILES: [CH2:35]([N:36]([CH:37]([CH3:38])[CH3:39])[CH:40]([CH3:41])[CH3:42])[CH3:43].[CH3:44][S:45]([CH3:46])=[O:47].[CH:30]1([NH:33][CH3:34])[CH2:31][CH2:32]1.[ClH:29].[OH:1][CH:2]1[CH:3]([NH:8][C:9](=[O:10])[c:11]2[n:12][c:13](-[c:18]3[cH:19][cH:20][c:21]([O:24][C:25]([F:26])([F:27])[F:28])[cH:22][cH:23]3)[c:14]([Br:17])[n:15][cH:16]2)[CH2:4][CH2:5][CH2:6][CH2:7]1>>[OH:1][CH:2]1[CH:3]([NH:8][C:9](=[O:10])[c:11]2[n:12][c:13](-[c:18]3[cH:19][cH:20][c:21]([O:24][C:25]([F:26])([F:27])[F:28])[cH:22][cH:23]3)[c:14]([N:33]([CH:30]3[CH2:31][CH2:32]3)[CH3:34])[n:15][cH:16]2)[CH2:4][CH2:5][CH2:6][CH2:7]1. Reactants: CCN(C(C)C)C(C)C, CS(C)=O, CNC1CC1, Cl, O=C(NC1CCCCC1O)c1cnc(Br)c(-c2ccc(OC(F)(F)F)cc2)n1.